Task: describe an organic reaction: reactants, conditions, products, and yield. Dataset: the Open Reaction Database (ORD), a public repository of structured organic reaction records Starting materials: N1CCC2(CC1)CSC1=C(O2)C2=CC=CC=C2C(C1=O)=O (spiro[naphtho[1,2-b][1,4]oxathiine-2,4′-piperidine]-5,6-dione), BrCC1=C(C=C(C=C1)F)F (1-(bromomethyl)-2,4-difluorobenzene). Yields the product FC1=C(CN2CCC3(CC2)CSC2=C(O3)C3=CC=CC=C3C(C2=O)=O)C=CC(=C1)F (1′-(2,4-difluorobenzyl)spiro[naphtho[1,2-b][1,4]oxathiine-2,4′-piperidine]-5,6-dione). As a reaction SMILES: [NH:1]1[CH2:6][CH2:5][C:4]2([O:11][C:10]3[C:12]4[C:17]([C:18](=[O:21])[C:19](=[O:20])[C:9]=3[S:8][CH2:7]2)=[CH:16][CH:15]=[CH:14][CH:13]=4)[CH2:3][CH2:2]1.Br[CH2:23][C:24]1[CH:29]=[CH:28][C:27]([F:30])=[CH:26][C:25]=1[F:31]>>[F:31][C:25]1[CH:26]=[C:27]([F:30])[CH:28]=[CH:29][C:24]=1[CH2:23][N:1]1[CH2:2][CH2:3][C:4]2([O:11][C:10]3[C:12]4[C:17]([C:18](=[O:21])[C:19](=[O:20])[C:9]=3[S:8][CH2:7]2)=[CH:16][CH:15]=[CH:14][CH:13]=4)[CH2:5][CH2:6]1. Reported procedure: Compound 124 was synthesized using spiro[naphtho[1,2-b][1,4]oxathiine-2,4′-piperidine]-5,6-dione, 1-(bromomethyl)-2,4-difluorobenzene and conditions outlined in procedure V. M.p.=104-107° C.; 400 MHz 1H NMR (CDCl3) δ: 8.05 (d, 1H), 7.65 (m, 2H), 7.5 (t, 1H), 7.35 (q, 1H), 6.85 (m, 2H), 3.65 (s, 2H), 2.9 (s, 2H), 2.8 (d, 2H), 2.5 (t, 2H), 2.15 (d, 2H), 1.85 (t, 2H); LCMS: 428 [M+H]. The reactants are II (iodine), C(C1=CC=CC=C1)OC(=O)Cl ((Benzyloxy)carbonyl chloride), C1(CCCCC1)[C@@H]1C[C@H](NC1)CO ((2S-trans)-4-cyclohexyl-2-pyrrol idinemethanol), C([O-])([O-])=O.[K+].[K+] (potassium carbonate). Solvent: C(C)(=O)OCC.CCCCCC (ethyl acetate hexane), O (water), O1CCCC1 (tetrahydrofuran), O (water). Product: C(C1=CC=CC=C1)OC(=O)N1[C@@H](C[C@H](C1)C1CCCCC1)CO ((2S-trans)-1-[(Benzyloxy)carbonyl]-4-cyclohexyl-2-pyrrolidinemethanol). RXN SMILES: [CH:1]1([C@H:7]2[CH2:11][NH:10][C@H:9]([CH2:12][OH:13])[CH2:8]2)[CH2:6][CH2:5][CH2:4][CH2:3][CH2:2]1.C(=O)([O-])[O-].[K+].[K+].[CH2:20]([O:27][C:28](Cl)=[O:29])[C:21]1[CH:26]=[CH:25][CH:24]=[CH:23][CH:22]=1.II>O1CCCC1.C(OCC)(=O)C.CCCCCC.O>[CH2:20]([O:27][C:28]([N:10]1[CH2:11][C@H:7]([CH:1]2[CH2:2][CH2:3][CH2:4][CH2:5][CH2:6]2)[CH2:8][C@H:9]1[CH2:12][OH:13])=[O:29])[C:21]1[CH:26]=[CH:25][CH:24]=[CH:23][CH:22]=1 |f:1.2.3,7.8|. Reported procedure: To a solution of (2S-trans)-4-cyclohexyl-2-pyrrol idinemethanol(45 g) in tetrahydrofuran (400 ml) was added potassium carbonate solution (18.7 g, 120 ml water and cooled to -2° C. (Benzyloxy)carbonyl chloride (37.7 ml) was added dropwise to the well stirred reaction mixture, keeping the inside temperature between -2° and 0° C. After the addition (20 minutes), the reaction mixture was stirred for 15 minutes at 0° C. and poured into crushed ice and water (500 ml). The organic layer was separated a... The reactants are Solution A, C[Si](C)(C)CC(=O)N (Trimethylsilylacetamide), Cl.NC1[C@@H]2N(C(=C(CS2)Cl)C(=O)OCC2=CC=C(C=C2)[N+](=O)[O-])C1=O (4-nitrobenzyl 7-amino-3-chloro-3-cephem-4-carboxylate hydrochloride), resultant solution, C([O-])(O)=O.[Na+] (sodium bicarbonate), P(=O)(Cl)(Cl)Cl (Phosphoryl chloride), C[Si](C)(C)CC(=O)N (trimethylsilylacetamide), NC=1SC=C(N1)C(C(=O)O)=NOCC (2-(2-amino-4-thiazolyl)-2-ethoxyiminoacetic acid), Solution A, [Cl-].[Na+] (sodium chloride). Run in CN(C=O)C (N,N-Dimethylformamide), O1CCCC1 (tetrahydrofuran), O (Water), O1CCCC1 (tetrahydrofuran), O1CCCC1 (Tetrahydrofuran). Reaction conditions: time 30 minute. Product: NC=1SC=C(N1)C(C(=O)NC1[C@@H]2N(C(=C(CS2)Cl)C(=O)OCC2=CC=C(C=C2)[N+](=O)[O-])C1=O)=NOCC (4-nitrobenzyl 7-[2-(2-amino-4-thiazolyl)-2-ethoxyiminoacetamido]-3-chloro-3-cephem-4-carboxylate). Isolated yield 75.9%. RXN SMILES: P(Cl)(Cl)(Cl)=O.C[Si](CC(N)=O)(C)C.[NH2:14][C:15]1[S:16][CH:17]=[C:18]([C:20](=[N:24][O:25][CH2:26][CH3:27])[C:21]([OH:23])=O)[N:19]=1.Cl.[NH2:29][CH:30]1[C:51](=[O:52])[N:32]2[C:33]([C:38]([O:40][CH2:41][C:42]3[CH:47]=[CH:46][C:45]([N+:48]([O-:50])=[O:49])=[CH:44][CH:43]=3)=[O:39])=[C:34]([Cl:37])[CH2:35][S:36][C@H:31]12.C(=O)(O)[O-].[Na+].[Cl-].[Na+]>O1CCCC1.O.CN(C)C=O>[NH2:14][C:15]1[S:16][CH:17]=[C:18]([C:20](=[N:24][O:25][CH2:26][CH3:27])[C:21]([NH:29][CH:30]2[C:51](=[O:52])[N:32]3[C:33]([C:38]([O:40][CH2:41][C:42]4[CH:43]=[CH:44][C:45]([N+:48]([O-:50])=[O:49])=[CH:46][CH:47]=4)=[O:39])=[C:34]([Cl:37])[CH2:35][S:36][C@H:31]23)=[O:23])[N:19]=1 |f:3.4,5.6,7.8|. Reported procedure: Phosphoryl chloride (1.76 g.) and trimethylsilylacetamide (0.4 g.) were added to a stirred suspension of 2-(2-amino-4-thiazolyl)-2-ethoxyiminoacetic acid (syn isomer, 1.0 g) in tetrahydrofuran (10 ml.) below 5° C., and stirred at the same temperature for 30 minutes. N,N-Dimethylformamide (0.4 g.) was added to the solution and stirred below 5° C. for 20 minutes [Solution A]. Trimethylsilylacetamide (4.8 g.) was added to a stirred suspension of 4-nitrobenzyl 7-amino-3-chloro-3-cephem-4-carboxylate... Reactants: OCC1=C(C=CC=C1)NS(=O)(=O)C (N-[2-(hydroxymethyl)phenyl]methanesulfonamide). The reagents and catalysts are [O-2].[O-2].[Mn+4] (Manganese dioxide). Run in ClCCl (dichloromethane). Conditions: time 12 hour. The product is C(=O)C1=C(C=CC=C1)NS(=O)(=O)C (N-(2-Formylphenyl)methanesulfonamide). Yield: 78.0%. As a reaction SMILES: [OH:1][CH2:2][C:3]1[CH:8]=[CH:7][CH:6]=[CH:5][C:4]=1[NH:9][S:10]([CH3:13])(=[O:12])=[O:11]>ClCCl.[O-2].[O-2].[Mn+4]>[CH:2]([C:3]1[CH:8]=[CH:7][CH:6]=[CH:5][C:4]=1[NH:9][S:10]([CH3:13])(=[O:12])=[O:11])=[O:1] |f:2.3.4|. Reported procedure: Manganese dioxide (85%, 45.0 g, 0.52 mol) was added to a solution of N-[2-(hydroxymethyl)phenyl]methanesulfonamide (13.0 g, 65 mmol) in dichloromethane (200 mL) at ambient temperature under nitrogen. The reaction mixture was stirred for 12 h and then filtered through a pad of Celite. The pad was washed with dichloromethane/methanol (1:1) and the combined organics were concentrated to afford N-(2-Formylphenyl)methanesulfonamide (10.1 g, 78% yield) as a yellow solid. Reactants: ClC1=C(C(=CC(=C1)Cl)Cl)O (2,4,6-trichlorophenol), FC(C=1C=C(C=CC1)C(C(=O)OC)C(=O)OC)(F)F (1,3-dimethyl 2-[3-(trifluoromethyl)phenyl]propanedioate), [OH-].[Na+] (NaOH), ice, Cl (HCl). Run in O (water). Reaction conditions: temperature 60 celsius, time 8 minute. Product: FC(C=1C=C(C=CC1)C(C(=O)OC1=C(C=C(C=C1Cl)Cl)Cl)C(=O)OC1=C(C=C(C=C1Cl)Cl)Cl)(F)F (bis(2,4,6-trichlorophenyl) 2-[3-(trifluoromethyl)phenyl]propanedioate). Yield: 50.4%. Reaction SMILES: [F:1][C:2]([F:19])([F:18])[C:3]1[CH:4]=[C:5]([CH:9]([C:14]([O:16][CH3:17])=[O:15])[C:10]([O:12][CH3:13])=[O:11])[CH:6]=[CH:7][CH:8]=1.[OH-].[Na+].[ClH:22].[Cl:23][C:24]1[CH:29]=[C:28]([Cl:30])[CH:27]=[C:26]([Cl:31])C=1O>O>[F:1][C:2]([F:18])([F:19])[C:3]1[CH:4]=[C:5]([CH:9]([C:10]([O:12][C:13]2[C:26]([Cl:31])=[CH:27][C:28]([Cl:30])=[CH:29][C:24]=2[Cl:23])=[O:11])[C:14]([O:16][C:17]2[C:24]([Cl:22])=[CH:29][C:28]([Cl:30])=[CH:27][C:26]=2[Cl:31])=[O:15])[CH:6]=[CH:7][CH:8]=1 |f:1.2|. Procedure details: The product of Step C was added to a solution of NaOH (25 g) in water (75 mL), and the reaction mixture was vigorously stirred under a nitrogen atmosphere at 60° C. for 8 minutes. The reaction mixture was then added to ice (100 g), and aqueous 6 N HCl was added until a pH of 1 was reached. The solution was extracted with ethyl acetate (3×100 mL), and the combined organic extracts were dried over magnesium sulfate, filtered, and concentrated under reduced pressure. Dichloromethane (200 mL) was ad... Reactants: C(=O)(N1C=NC=C1)N1C=NC=C1 (1,1′-carbonyldiimidazole), C(=O)(N1C=NC=C1)N1C=NC=C1 (1,1′-Carbonyldiimidazole), C(C1=CC=CC=C1)NC1=C(C(=NC2=CC=CC=C12)Cl)N (N4-benzyl-2-chloroquinoline-3,4-diamine), C(=O)(N1C=NC=C1)N1C=NC=C1 (1,1′-carbonyldiimidazole). Run in O1CCCC1 (tetrahydrofuran). Reaction conditions: temperature 50 celsius. The product is C(C1=CC=CC=C1)N1C(=NC=2C=NC=3C=CC=CC3C21)O (1-benzyl-1H-imidazo[4,5-c]quinolin-2-ol). Isolated yield 70.2%. Reaction SMILES: [C:1](N1C=CN=C1)(N1C=CN=C1)=[O:2].[CH2:13]([NH:20][C:21]1[C:30]2[C:25](=[CH:26][CH:27]=[CH:28][CH:29]=2)[N:24]=[C:23](Cl)[C:22]=1[NH2:32])[C:14]1[CH:19]=[CH:18][CH:17]=[CH:16][CH:15]=1>O1CCCC1>[CH2:13]([N:20]1[C:21]2[C:30]3[CH:29]=[CH:28][CH:27]=[CH:26][C:25]=3[N:24]=[CH:23][C:22]=2[N:32]=[C:1]1[OH:2])[C:14]1[CH:19]=[CH:18][CH:17]=[CH:16][CH:15]=1. Procedure: 1,1′-Carbonyldiimidazole (2.9 g, 18 mmol) was added to a solution of N4-benzyl-2-chloroquinoline-3,4-diamine (5.0 g, 18 mmol) in tetrahydrofuran (THF) (50 mL), and the reaction was heated at 50° C. for three days. An analysis by liquid chromatography/mass spectrometry (LC/MS) indicated the presence of starting material, and additional 1,1′-carbonyldiimidazole (1.5 g, 9.2 mmol) was added. The reaction was stirred for several hours at 80° C., and additional 1,1′-carbonyldiimidazole (2.9 g, 18 mmol...